This data is from the Open Reaction Database (ORD), a public repository of structured organic reaction records. The task is: describe an organic reaction: reactants, conditions, products, and yield Starting materials: IC=1C=C2C(=NC1)N(C(=N2)N)C(C)C2=CC(=C(C=C2)OCC2=CC=C(C=C2)C(F)(F)F)OC (6-iodo-3-(1-(3-methoxy-4-((4-(trifluoromethyl)benzyl)oxy)phenyl)ethyl)-3H-imidazo[4,5-b]pyridin-2-amine), CN1N=CC(=C1)B1OC(C(O1)(C)C)(C)C (1-methyl-4-(4,4,5,5-tetramethyl-1,3,2-dioxaborolan-2-yl)-1H-pyrazole), [O-]P(=O)([O-])[O-].[K+].[K+].[K+] (potassium phosphate tribasic), O (water). The reagents and catalysts are CC(C)C1=CC(=C(C(=C1)C(C)C)C2=CC=CC=C2P(C3CCCCC3)C4CCCCC4)C(C)C.C1=CC=C([C-]=C1)CCN.Cl[Pd+] (XPhos precatalyst). Run in O1CCCC1 (tetrahydrofuran). Reaction conditions: temperature 75 celsius, time 4 hour. Product: COC=1C=C(C=CC1OCC1=CC=C(C=C1)C(F)(F)F)C(C)N1C(=NC=2C1=NC=C(C2)C=2C=NN(C2)C)N (3-(1-(3-methoxy-4-((4-(trifluoromethyl)benzyl)oxy)phenyl)ethyl)-6-(1-methyl-1H-pyrazol-4-yl)-3H-imidazo[4,5-b]pyridin-2-amine). Yield: 136.1%. As a reaction SMILES: I[C:2]1[CH:3]=[C:4]2[N:10]=[C:9]([NH2:11])[N:8]([CH:12]([C:14]3[CH:19]=[CH:18][C:17]([O:20][CH2:21][C:22]4[CH:27]=[CH:26][C:25]([C:28]([F:31])([F:30])[F:29])=[CH:24][CH:23]=4)=[C:16]([O:32][CH3:33])[CH:15]=3)[CH3:13])[C:5]2=[N:6][CH:7]=1.[CH3:34][N:35]1[CH:39]=[C:38](B2OC(C)(C)C(C)(C)O2)[CH:37]=[N:36]1.[O-]P([O-])([O-])=O.[K+].[K+].[K+].O>O1CCCC1.CC(C1C=C(C(C)C)C(C2C(P(C3CCCCC3)C3CCCCC3)=CC=CC=2)=C(C(C)C)C=1)C.C1C=[C-]C(CCN)=CC=1.Cl[Pd+]>[CH3:33][O:32][C:16]1[CH:15]=[C:14]([CH:12]([N:8]2[C:5]3=[N:6][CH:7]=[C:2]([C:38]4[CH:37]=[N:36][N:35]([CH3:34])[CH:39]=4)[CH:3]=[C:4]3[N:10]=[C:9]2[NH2:11])[CH3:13])[CH:19]=[CH:18][C:17]=1[O:20][CH2:21][C:22]1[CH:27]=[CH:26][C:25]([C:28]([F:29])([F:30])[F:31])=[CH:24][CH:23]=1 |f:2.3.4.5,8.9.10|. Procedure: To a stirred mixture of 6-iodo-3-(1-(3-methoxy-4-((4-(trifluoromethyl)benzyl)oxy)phenyl)ethyl)-3H-imidazo[4,5-b]pyridin-2-amine (0.253 g, 0.45 mmol), 1-methyl-4-(4,4,5,5-tetramethyl-1,3,2-dioxaborolan-2-yl)-1H-pyrazole (0.158 g, 0.76 mmol), potassium phosphate tribasic (0.495 g, 2.29 mmol) in tetrahydrofuran (5 mL)/water (4 mL) was added 2nd generation XPhos precatalyst (0.032 g, 0.041 mmol). The yellow solution was degassed under vacuum/backfilled with nitrogen (×3). The mixture heated to 75° C... The reactants are O (water), [H-].[Na+] (Sodium hydride), ClCC=1C=CC(=NC1)OCC=1N=C(OC1C)C1=CC=CC=C1 (5-chloromethyl-2-(5-methyl-2-phenyl-4-oxazolylmethoxy)pyridine), C(C)OC1=NNC=C1CC(=O)OCC (ethyl 3-ethoxy-1H-pyrazol-4-ylacetate). The solvent is CN(C=O)C (N,N-dimethylformamide). Reaction conditions: time 1 hour. The product is C(C)OC1=NN(C=C1CC(=O)OCC)CC=1C=NC(=CC1)OCC=1N=C(OC1C)C1=CC=CC=C1 (ethyl 3-ethoxy-1-[6-(5-methyl-2-phenyl-4-oxazolylmethoxy)-3-pyridylmethyl]-1H-pyrazol-4-ylacetate). Isolated yield 72.9%. Reaction SMILES: [H-].[Na+].Cl[CH2:4][C:5]1[CH:6]=[CH:7][C:8]([O:11][CH2:12][C:13]2[N:14]=[C:15]([C:19]3[CH:24]=[CH:23][CH:22]=[CH:21][CH:20]=3)[O:16][C:17]=2[CH3:18])=[N:9][CH:10]=1.[CH2:25]([O:27][C:28]1[C:32]([CH2:33][C:34]([O:36][CH2:37][CH3:38])=[O:35])=[CH:31][NH:30][N:29]=1)[CH3:26].O>CN(C)C=O>[CH2:25]([O:27][C:28]1[C:32]([CH2:33][C:34]([O:36][CH2:37][CH3:38])=[O:35])=[CH:31][N:30]([CH2:4][C:5]2[CH:10]=[N:9][C:8]([O:11][CH2:12][C:13]3[N:14]=[C:15]([C:19]4[CH:24]=[CH:23][CH:22]=[CH:21][CH:20]=4)[O:16][C:17]=3[CH3:18])=[CH:7][CH:6]=2)[N:29]=1)[CH3:26] |f:0.1|. Procedure: Sodium hydride (60%, oily, 70.0 mg) was added to a solution of 5-chloromethyl-2-(5-methyl-2-phenyl-4-oxazolylmethoxy)pyridine (551 mg), ethyl 3-ethoxy-1H-pyrazol-4-ylacetate (347 mg) in N,N-dimethylformamide (10 ml) at 0° C., and the mixture was stirred at room temperature for 1 hour. The reaction mixture was poured into water, and extracted with ethyl acetate. The ethyl acetate layer was washed with saturated aqueous sodium chloride solution, dried (MgSO4), and concentrated. The residue was sub...